The task is: describe an organic reaction: reactants, conditions, products, and yield. This data is from the Open Reaction Database (ORD), a public repository of structured organic reaction records. The reactants are O[Li].O (LiOH.H2O), OC1=NC=NC=C1C(=O)OC (methyl 4-hydroxypyrimidine-5-carboxylate). Run in O.O1CCCC1 (water tetrahydrofuran). Run at time 45 minute. Product: OC1=NC=NC=C1C(=O)O (4-hydroxypyrimidine-5-carboxylic acid). Reaction SMILES: O[Li].O.[OH:4][C:5]1[C:10]([C:11]([O:13]C)=[O:12])=[CH:9][N:8]=[CH:7][N:6]=1>O.O1CCCC1>[OH:4][C:5]1[C:10]([C:11]([OH:13])=[O:12])=[CH:9][N:8]=[CH:7][N:6]=1 |f:0.1,3.4|. Procedure: The moist sodium salt of methyl 4-hydroxypyrimidine-5-carboxylate obtained as in Example 2a) was taken up in water/tetrahydrofuran=1:1, and 1.0 eq of LiOH.H2O was added. Following hydrolysis of the ester over 3.5 hours at 0° C. and 2 hours at room temperature, most of the tetrahydrofuran was evaporated and, at 0° C., a pH of 3 was adjusted using eq. HCl solution. After about 45 minutes at 0° C., the title product was filtered off. Drying gave the acid in a yield of 3.55 g (78%).